From a dataset of the Open Reaction Database (ORD), a public repository of structured organic reaction records. describe an organic reaction: reactants, conditions, products, and yield Reactants: Cc1cc(S(=O)(=O)Cl)ccc1Br, O=C([O-])O, [Na+], [Na+], [Na+], O, O=S([O-])[O-]. The product is Cc1cc(S(=O)[O-])ccc1Br, [Na+]. As a reaction SMILES: [Br:12][c:13]1[c:14]([CH3:23])[cH:15][c:16]([S:19](=[O:20])(=[O:21])[Cl:22])[cH:17][cH:18]1.[C:1](=[O:2])([OH:3])[O-:4].[Na+:10].[Na+:11].[Na+:5].[OH2:24].[S:6]([O-:7])([O-:8])=[O:9]>>[Br:12][c:13]1[c:14]([CH3:23])[cH:15][c:16]([S:19](=[O:20])[O-:21])[cH:17][cH:18]1.[Na+:5]. Reactants: N[C@@H](CC1=CC=CC=C1)C(=O)O (Phe), N[C@@H](CC(C)C)C(=O)O (Leu), N[C@@H](CCCNC(N)=N)C(=O)O (Arg), N[C@@H](C)C(=O)O (Ala), N[C@@H](CC1=CC=C(C=C1)O)C(=O)O (Tyr). The product is N[C@@H](CCC(O)=O)C(=O)O (Glu). Reaction SMILES: N[C@H:2]([C:10]([OH:12])=[O:11])CC1C=CC=CC=1.[NH2:13][C@H:14]([C:16]([OH:18])=[O:17])[CH3:15].N[C@H](C(O)=O)CC1C=CC(O)=CC=1.N[C@H](C(O)=O)CC(C)C.N[C@H](C(O)=O)CCCNC(=N)N>>[NH2:13][C@H:14]([C:16]([OH:18])=[O:17])[CH2:15][CH2:2][C:10](=[O:11])[OH:12]. Procedure details: 1.02 His: 0.95 Phe: 0.95 Ala: 2.00 Tyr: 0.91 Leu: 1.00 Arg: 0.90 Pro: 0.96 Starting materials: Cc1cc(C)c2c(n1)CC(c1ccccn1)CC2=O, CCO, Cl, Cl, N=C(N)NN, O. Yields the product Cc1cc(C)c2c(n1)CC(c1ccccn1)CC2=NNC(=N)N, Cl. RXN SMILES: [CH3:1][c:2]1[n:3][c:4]2[c:9]([c:10]([CH3:12])[cH:11]1)[C:8](=[O:13])[CH2:7][CH:6]([c:14]1[n:15][cH:16][cH:17][cH:18][cH:19]1)[CH2:5]2.[CH3:28][CH2:29][OH:30].[ClH:20].[ClH:26].[NH2:21][NH:22][C:23](=[NH:24])[NH2:25].[OH2:27]>>[CH3:1][c:2]1[n:3][c:4]2[c:9]([c:10]([CH3:12])[cH:11]1)[C:8](=[N:21][NH:22][C:23](=[NH:24])[NH2:25])[CH2:7][CH:6]([c:14]1[n:15][cH:16][cH:17][cH:18][cH:19]1)[CH2:5]2.[ClH:20]. The reactants are O=C([O-])[O-], CC(C)c1n[nH]c2cccc(B(O)O)c12, Cc1ccc(C(C)C)cc1OCc1c(OC(C)C)cc(Cl)nc1C, [Na+], [Na+], C1COCCO1, O, c1ccc(P(c2ccccc2)(c2ccccc2)[Pd](P(c2ccccc2)(c2ccccc2)c2ccccc2)(P(c2ccccc2)(c2ccccc2)c2ccccc2)P(c2ccccc2)(c2ccccc2)c2ccccc2)cc1. The product is Cc1ccc(C(C)C)cc1OCc1c(OC(C)C)cc(-c2cccc3[nH]nc(C(C)C)c23)nc1C. RXN SMILES: [C:40](=[O:41])([O-:42])[O-:43].[CH:25]([CH3:26])([CH3:27])[c:28]1[n:29][nH:30][c:31]2[cH:32][cH:33][cH:34][c:35]([B:37]([OH:38])[OH:39])[c:36]12.[Cl:1][c:2]1[cH:3][c:4]([O:21][CH:22]([CH3:23])[CH3:24])[c:5]([CH2:9][O:10][c:11]2[c:12]([CH3:20])[cH:13][cH:14][c:15]([CH:17]([CH3:18])[CH3:19])[cH:16]2)[c:6]([CH3:8])[n:7]1.[Na+:44].[Na+:45].[O:46]1[CH2:47][CH2:48][O:49][CH2:50][CH2:51]1.[OH2:52].[cH:53]1[cH:54][cH:55][c:56]([P:57]([Pd:58]([P:59]([c:60]2[cH:61][cH:62][cH:63][cH:64][cH:65]2)([c:66]2[cH:67][cH:68][cH:69][cH:70][cH:71]2)[c:72]2[cH:73][cH:74][cH:75][cH:76][cH:77]2)([P:78]([c:79]2[cH:80][cH:81][cH:82][cH:83][cH:84]2)([c:85]2[cH:86][cH:87][cH:88][cH:89][cH:90]2)[c:91]2[cH:92][cH:93][cH:94][cH:95][cH:96]2)[P:97]([c:98]2[cH:99][cH:100][cH:101][cH:102][cH:103]2)([c:104]2[cH:105][cH:106][cH:107][cH:108][cH:109]2)[c:110]2[cH:111][cH:112][cH:113][cH:114][cH:115]2)([c:116]2[cH:117][cH:118][cH:119][cH:120][cH:121]2)[c:122]2[cH:123][cH:124][cH:125][cH:126][cH:127]2)[cH:128][cH:129]1>>[c:2]1(-[c:35]2[cH:34][cH:33][cH:32][c:31]3[nH:30][n:29][c:28]([CH:25]([CH3:26])[CH3:27])[c:36]32)[cH:3][c:4]([O:21][CH:22]([CH3:23])[CH3:24])[c:5]([CH2:9][O:10][c:11]2[c:12]([CH3:20])[cH:13][cH:14][c:15]([CH:17]([CH3:18])[CH3:19])[cH:16]2)[c:6]([CH3:8])[n:7]1. Reactants: C[Si](C)(C)[N-][Si](C)(C)C.[K+] (KHMDS), BrC=1C(=NC=C(C(=O)NC2=CC=C(C=C2)OC(F)(F)F)C1)Cl (5-bromo-6-chloro-N-(4-(trifluoromethoxy)phenyl)nicotinamide), O1CCC(CC1)C#N (tetrahydro-2h-pyran-4-carbonitrile). Solvent: C1CCOC1 (THF), C1CCOC1 (THF). Conditions: temperature -70 celsius, time 1 hour. Yields the product BrC=1C(=NC=C(C(=O)NC2=CC=C(C=C2)OC(F)(F)F)C1)C1(CCOCC1)C#N (5-bromo-6-(4-cyanotetrahydro-2h-pyran-4-yl)-N-(4-(trifluoromethoxy)phenyl)nicotinamide). As a reaction SMILES: C[Si]([N-][Si](C)(C)C)(C)C.[K+].[Br:11][C:12]1[C:13](Cl)=[N:14][CH:15]=[C:16]([CH:31]=1)[C:17]([NH:19][C:20]1[CH:25]=[CH:24][C:23]([O:26][C:27]([F:30])([F:29])[F:28])=[CH:22][CH:21]=1)=[O:18].[O:33]1[CH2:38][CH2:37][CH:36]([C:39]#[N:40])[CH2:35][CH2:34]1>C1COCC1>[Br:11][C:12]1[C:13]([C:36]2([C:39]#[N:40])[CH2:37][CH2:38][O:33][CH2:34][CH2:35]2)=[N:14][CH:15]=[C:16]([CH:31]=1)[C:17]([NH:19][C:20]1[CH:25]=[CH:24][C:23]([O:26][C:27]([F:30])([F:29])[F:28])=[CH:22][CH:21]=1)=[O:18] |f:0.1|. Procedure details: KHMDS 1 M in THF (0.758 mL) was added dropwise to a mixture of 5-bromo-6-chloro-N-(4-(trifluoromethoxy)phenyl)nicotinamide (Stage 44.2, 100 mg, 0.253 mmol) and tetrahydro-2h-pyran-4-carbonitrile (42.1 mg, 0.379 mmol) in THF (2.5 mL), under a nitrogen atmosphere. The RM was stirred at −70° C. for 1 h, and allowed to warm to RT overnight. The RM was quenched with water and the solvent was evaporated off under reduced pressure to afford 5-bromo-6-(4-cyanotetrahydro-2h-pyran-4-yl)-N-(4-(trifluoromet... Starting materials: C(C=C)C1(CCC1)O[Si](C)(C)C(C)(C)C ((1-allylcyclobutoxy) (tert-butyl)dimethylsilane), O.CC(C)(C)O (H2O t-BuOH), S(=O)([O-])[O-].[Na+].[Na+] (sodium sulfite), C[N+]1(CCOCC1)[O-] (NMO). Reagents/catalysts: [Os](=O)(=O)(=O)=O (Osmium tetroxide). Solvent: O (H2O). Conditions: time 5 minute. Yields the product [Si](C)(C)(C(C)(C)C)OC1(CCC1)CC(CO)O (3-(1-(tert-butyldimethylsilyloxy)cyclobutyl)propane-1,2-diol). Reaction SMILES: [CH2:1]([C:4]1([O:8][Si:9]([C:12]([CH3:15])([CH3:14])[CH3:13])([CH3:11])[CH3:10])[CH2:7][CH2:6][CH2:5]1)C=C.O.CC([OH:21])(C)C.C[N+]1([O-])[CH2:28][CH2:27][O:26]CC1.S([O-])([O-])=O.[Na+].[Na+]>[Os](=O)(=O)(=O)=O.O>[Si:9]([O:8][C:4]1([CH2:1][CH:27]([OH:26])[CH2:28][OH:21])[CH2:7][CH2:6][CH2:5]1)([C:12]([CH3:15])([CH3:14])[CH3:13])([CH3:11])[CH3:10] |f:1.2,4.5.6|. Reported procedure: To a 2 L round bottomed flask was added (1-allylcyclobutoxy) (tert-butyl)dimethylsilane (previous step) and H2O/t-BuOH (1:1, 1 L). NMO (32.68 g, 279 mmol) was added to the mixture. After stirring for 5 min the solution was found to be homogenous. Osmium tetroxide (1.00 g, 3.93 mmol) was added and the reaction was stirred at RT. After 2 h, TLC revealed the reaction to be complete. 500 mL of H2O and sodium sulfite (19.5 g, 155 mmol) were added and the reaction was stirred for another hour. The aqu... Reactants: NC1=NC=CC=C1O (2-amino-pyridin-3-ol), OC=1C(=NC=CC1)NC(=S)NC(=O)OCC (N-(3-hydroxy-2-pyridinyl)-N′-carboethoxy-thiourea). Reported procedure: 260 a)N-(3-Hydroxy-2-pyridinyl)-N′-carboethoxy-thiourea was prepared from 2-amino-pyridin-3-ol (4.00 g, 0.0363 mol) in a manner analogous to Example 2a. The product of the reaction was isolated as a yellow solid. 260 b) 2-Amino-[1,2,4]triazolo[1,5-a]pyridin-8-ol was prepared from N-(3-hydroxy-2-pyridinyl)-N′-carboethoxy-thiourea (1.8 g, 5.9 mmol) in a manner analogous to Example 2b. Product was isolated as a beige solid (3.17 g, 58%). 1H NMR (400 MHz, (D3C)2SO, δ, ppm): 10.18 (bs, 1H), 8.02 (dd,... Reaction SMILES: [NH2:1][C:2]1[C:7]([OH:8])=[CH:6][CH:5]=[CH:4][N:3]=1.[OH:9][C:10]1[C:11]([NH:16][C:17]([NH:19][C:20]([O:22][CH2:23][CH3:24])=[O:21])=[S:18])=[N:12][CH:13]=[CH:14][CH:15]=1>>[OH:9][C:10]1[C:11]([NH:16][C:17]([NH:19][C:20]([O:22][CH2:23][CH3:24])=[O:21])=[S:18])=[N:12][CH:13]=[CH:14][CH:15]=1.[NH2:16][C:11]1[N:1]=[C:2]2[C:7]([OH:8])=[CH:6][CH:5]=[CH:4][N:3]2[N:12]=1. Isolated yield 58.0%. The product is OC=1C(=NC=CC1)NC(=S)NC(=O)OCC (N-(3-Hydroxy-2-pyridinyl)-N′-carboethoxy-thiourea), NC1=NN2C(C(=CC=C2)O)=N1 (2-Amino-[1,2,4]triazolo[1,5-a]pyridin-8-ol), solid. Reactants: [OH-].[Na+] (NaOH), C1(CCCCC1)C=1OC(=C(N1)CCOS(=O)(=O)C1=CC=C(C=C1)C)C (Toluene-4-sulfonic acid 2-(2-cyclohexyl-5-methyl-oxazol-4-yl)-ethyl ester), C(C)OC(C(CC1=CC=C(C=C1)O)(OC=1C=C2C=CC=NC2=CC1)C)=O (3-(4-Hydroxy-phenyl)-2-methyl-2-(quinolin-6-yloxy)-propionic acid ethyl ester), C(=O)([O-])[O-].[K+].[K+] (K2CO3). Solvent: CCO (EtOH). The product is C1(CCCCC1)C=1OC(=C(N1)CCOC1=CC=C(C=C1)CC(C(=O)O)(OC=1C=C2C=CC=NC2=CC1)C)C (3-{4-[2-(2-Cyclohexyl-5-methyl-oxazol-4-yl)-ethoxy]-phenyl}-2-methyl-2-(quinolin-6-yloxy)-propionic acid). Yield: 48.1%. As a reaction SMILES: [CH:1]1([C:7]2[O:8][C:9]([CH3:25])=[C:10]([CH2:12][CH2:13][O:14]S(C3C=CC(C)=CC=3)(=O)=O)[N:11]=2)[CH2:6][CH2:5][CH2:4][CH2:3][CH2:2]1.C([O:28][C:29](=[O:51])[C:30]([CH3:50])([O:39][C:40]1[CH:41]=[C:42]2[C:47](=[CH:48][CH:49]=1)[N:46]=[CH:45][CH:44]=[CH:43]2)[CH2:31][C:32]1[CH:37]=[CH:36][C:35](O)=[CH:34][CH:33]=1)C.C([O-])([O-])=O.[K+].[K+].[OH-].[Na+]>CCO>[CH:1]1([C:7]2[O:8][C:9]([CH3:25])=[C:10]([CH2:12][CH2:13][O:14][C:35]3[CH:34]=[CH:33][C:32]([CH2:31][C:30]([CH3:50])([O:39][C:40]4[CH:41]=[C:42]5[C:47](=[CH:48][CH:49]=4)[N:46]=[CH:45][CH:44]=[CH:43]5)[C:29]([OH:51])=[O:28])=[CH:37][CH:36]=3)[N:11]=2)[CH2:2][CH2:3][CH2:4][CH2:5][CH2:6]1 |f:2.3.4,5.6|. Procedure details: A solution of Toluene-4-sulfonic acid 2-(2-cyclohexyl-5-methyl-oxazol-4-yl)-ethyl ester (96 mg, 0.26 mmol), 3-(4-Hydroxy-phenyl)-2-methyl-2-(quinolin-6-yloxy)-propionic acid ethyl ester (77.3 mg, 0.22 mmol) and K2CO3 (61 mg, 0.44 mmol) in 2 mL of EtOH was heated to 80° C. for overnight. Then 5N NaOH (0.26 mL, 1.3 mmol) was added and reaction mixture was stand at same temperature for 2 h. The mixture was cooled off to r.t. and organic solvent was removed under vacuum. Residue was then dissolved i...